From a dataset of the Open Reaction Database (ORD), a public repository of structured organic reaction records. describe an organic reaction: reactants, conditions, products, and yield The reactants are CCOCCOc1cc(C)c(-c2cccc(C=O)c2)c(C)c1, Cc1ccccc1, CCOC(=O)C(F)Cc1ccc(N)cc1. The product is CCOCCOc1cc(C)c(-c2cccc(CNc3ccc(CC(F)C(=O)OCC)cc3)c2)c(C)c1. RXN SMILES: [CH2:16]([CH3:17])[O:18][CH2:19][CH2:20][O:21][c:22]1[cH:23][c:24]([CH3:37])[c:25](-[c:29]2[cH:30][c:31]([CH:35]=[O:36])[cH:32][cH:33][cH:34]2)[c:26]([CH3:28])[cH:27]1.[CH3:38][c:39]1[cH:40][cH:41][cH:42][cH:43][cH:44]1.[NH2:1][c:2]1[cH:3][cH:4][c:5]([CH2:8][CH:9]([C:10](=[O:11])[O:12][CH2:13][CH3:14])[F:15])[cH:6][cH:7]1>>[NH:1]([c:2]1[cH:3][cH:4][c:5]([CH2:8][CH:9]([C:10](=[O:11])[O:12][CH2:13][CH3:14])[F:15])[cH:6][cH:7]1)[CH2:35][c:31]1[cH:30][c:29](-[c:25]2[c:24]([CH3:37])[cH:23][c:22]([O:21][CH2:20][CH2:19][O:18][CH2:16][CH3:17])[cH:27][c:26]2[CH3:28])[cH:34][cH:33][cH:32]1.